This data is from the Open Reaction Database (ORD), a public repository of structured organic reaction records. The task is: describe an organic reaction: reactants, conditions, products, and yield The reactants are CCOC(=O)C (EtOAc), solution, CC(C)([O-])C.[K+] (potassium tert-butoxide), N1C=C(C2=CC=CC=C12)CC(=O)N (indole-3-acetamide), COC(=O)C(=O)C1=CNC2=CC=CC=C21 (methyl indolyl-3-glyoxylate). The solvent is C1CCOC1 (THF), C1CCOC1 (THF), [Cl-].[Na+].O (brine), O (water). Conditions: time 3 hour. The product is C1=CC=C2C(=C1)C(=CN2)C3=C(C(=O)NC3=O)C4=CNC5=CC=CC=C54 (arcyriarubin A). The yield is 108.6%. RXN SMILES: [NH:1]1[C:9]2[C:4](=[CH:5][CH:6]=[CH:7][CH:8]=2)[C:3]([CH2:10][C:11]([NH2:13])=[O:12])=[CH:2]1.C[O:15][C:16]([C:18]([C:20]1[C:28]2[C:23](=[CH:24][CH:25]=[CH:26][CH:27]=2)[NH:22][CH:21]=1)=O)=O.CC(C)([O-])C.[K+].CCOC(C)=O>C1COCC1.[Cl-].[Na+].O.O>[CH:6]1[CH:5]=[C:4]2[C:3]([C:10]3[C:11](=[O:12])[NH:13][C:16](=[O:15])[C:18]=3[C:20]3[C:28]4[C:23](=[CH:24][CH:25]=[CH:26][CH:27]=4)[NH:22][CH:21]=3)=[CH:2][NH:1][C:9]2=[CH:8][CH:7]=1 |f:2.3,6.7.8|. Reported procedure: A suspension of indole-3-acetamide (1.00 g, 5.74 mmol) and methyl indolyl-3-glyoxylate (1.28 g, 6.30 mmole) in THF (10 mL) was treated with a 1 molar solution of potassium tert-butoxide in THF (17.2 mL, 17.2 mmol) at room temperature under N2. The resultant dark reaction mixture was stirred 3 hrs. at room temperature and was then treated with concentrated (37%) HCl (8 mL) allowing the reaction to exotherm. The reaction was worked up extractively using EtOAc (125 mL), water (2×100 mL), brine (25 ... Reactants: FC(C(=O)C)(F)F (1,1,1-trifluoroacetone), OO (hydrogen peroxide), CC1=C(C(=CC=C1)CC=C)C (1,2-Dimethyl-3-(2-propenyl)benzene), CC1=C(C(=CC=C1)CC=C)C (1,2-Dimethyl-3-(2-propenyl)benzene), example 3, C(=O)([O-])[O-].[K+].[K+] (K2CO3). The reagents and catalysts are C(CN(CC(=O)O)CC(=O)[O-])N(CC(=O)O)CC(=O)[O-].[Na+].[Na+] (EDTA-Na2). Run in O (water), ClCCl (dichloromethane), C(C)#N (acetonitrile), O (water). Run at time 2 hour. Product: CC1=C(C=CC=C1C)CC1OC1 (2-(2,3-Dimethylphenyl)Methyloxirane). The yield is 85.0%. As a reaction SMILES: [C:1]([O-:4])([O-])=O.[K+].[K+].[CH3:7][C:8]1[CH:13]=[CH:12][CH:11]=[C:10]([CH2:14][CH:15]=C)[C:9]=1[CH3:17].FC(F)(F)C(C)=O.OO>O.ClCCl.C(#N)C.C(N(CC([O-])=O)CC(O)=O)CN(CC([O-])=O)CC(O)=O.[Na+].[Na+]>[CH3:17][C:9]1[C:8]([CH3:7])=[CH:13][CH:12]=[CH:11][C:10]=1[CH2:14][CH:15]1[CH2:1][O:4]1 |f:0.1.2,9.10.11|. Procedure details: A buffer was prepared by dissolving K2CO3 (20.7 g) and EDTA-Na2 (11.5 mg) in water (100 mL). 1,2-Dimethyl-3-(2-propenyl)benzene, compound of formula (XXIII), prepared according to example 3 (0.90 g, 6.16 mmol), was dissolved in a mixture of dichloromethane and acetonitrile (vv 1:1, 60 mL), and the buffer prepared as described above (9.3 mL) was added. To the resulting mixture, first 1,1,1-trifluoroacetone (60 μL) and then hydrogen peroxide (30% in water, 6.2 mL, 60.7 mmol) were added and the mix... Reactants: COC(C1=CC(O)=C(OC)C=C1)=O (isovanillic acid methyl ester), C([O-])([O-])=O.[K+].[K+] (potassium carbonate), O(S(=O)(=O)C(F)(F)F)CC(F)(F)F (trifluoroethyl triflate). Run in CN(C)C=O (DMF), C(Cl)Cl (CH2Cl2). Run at time 18 hour. Product: COC1=C(C=C(C(=O)OC)C=C1)OCC(F)(F)F (4-Methoxy-3-(2,2,2-trifluoroethoxy)benzoic Acid, Methyl Ester). Yield: 89.5%. Reaction SMILES: [CH3:1][O:2][C:3](=[O:13])[C:4]1[CH:12]=[CH:11][C:8]([O:9][CH3:10])=[C:6]([OH:7])[CH:5]=1.C(=O)([O-])[O-].[K+].[K+].O([CH2:28][C:29]([F:32])([F:31])[F:30])S(C(F)(F)F)(=O)=O>CN(C=O)C.C(Cl)Cl>[CH3:10][O:9][C:8]1[CH:11]=[CH:12][C:4]([C:3]([O:2][CH3:1])=[O:13])=[CH:5][C:6]=1[O:7][CH2:28][C:29]([F:32])([F:31])[F:30] |f:1.2.3|. Reported procedure: To a mixture of isovanillic acid methyl ester (33.0 g, 0.18 mol) and potassium carbonate (41.4 g, 0.30 mol) in DMF (100 ml) was added a solution of trifluoroethyl triflate [Burdon et al Tetrahedron 21, 1 (1965)] (65.0 g, 0.28 mol) in CH2Cl2. The mixture was stirred at room temperature for 18 h then evaporated to 50 ml, the mixture partitioned between ether and H2O, the organic layer washed with H2O and saturated brine, then dried over MgSO4 and evaporated. The resulting solid was triturated with... Reactants: N(=[N+]=[N-])C1C(COC2=CC=C3C=NN(C3=C21)C[C@H](C)NC(OCC2=CC=CC=C2)=O)Br (Benzyl (S)-2-(9-Azido-8-Bromo-8,9-dihydro-7H-pyrano[2,3-g]indazol-1-yl)-1-methylethylcarbamate), CO (methanol). The reagents and catalysts are [Pd] (Pd/C). Reaction conditions: time 18 hour. Yields the product NC1C(COC2=CC=C3C=NN(C3=C21)C[C@H](C)N)O (9-Amino-1-((S)-2-amino-propyl)-1,7,8,9-tetrahydro-pyrano[2,3-g]indazol-8-ol). Isolated yield 96.0%. Reaction SMILES: [N:1]([CH:4]1[C:16]2[C:8](=[CH:9][CH:10]=[C:11]3[C:15]=2[N:14]([CH2:17][C@@H:18]([NH:20]C(=O)OCC2C=CC=CC=2)[CH3:19])[N:13]=[CH:12]3)[O:7][CH2:6][CH:5]1Br)=[N+]=[N-].C[OH:33]>[Pd]>[NH2:1][CH:4]1[C:16]2[C:8](=[CH:9][CH:10]=[C:11]3[C:15]=2[N:14]([CH2:17][C@@H:18]([NH2:20])[CH3:19])[N:13]=[CH:12]3)[O:7][CH2:6][CH:5]1[OH:33]. Procedure: The product from step B (0.26 g, 0.30 mmol) and Pd/C (10%, 0.026 g) were mixed with methanol (5 mL) and placed under a hydrogen atmosphere for 18 h. The mixture was filtered and evaporated to give a yellowish solid (0.155 g, 96%): mp 84-88° C.; LC/MS (+APCI) m/z 263 (M+H).